This data is from the Open Reaction Database (ORD), a public repository of structured organic reaction records. The task is: describe an organic reaction: reactants, conditions, products, and yield The reactants are ClC1=CC=C(C(C2=CC=CC=C2)N2CCNCC2)C=C1 (1-(4-chlorobenzhydryl)piperazine), ClC(C1=CC=CC=C1)C1=CC=C(C=C1)Cl (chloro-(4-chlorophenyl)phenylmethane), C(=O)([O-])[O-].[Na+].[Na+] (Na2CO3). Run in C(Cl)Cl (methylene chloride), CCN(CC)CC (Et3N). The product is ClC1=CC=C(C(C2=CC=CC=C2)N2CCN(CC2)C(C2=CC=C(C=C2)Cl)C2=CC=CC=C2)C=C1 (1,4-bis-(4-chlorobenzhydryl)piperazine), crude product. Reaction SMILES: [Cl:1][C:2]1[CH:20]=[CH:19][C:5]([CH:6]([N:13]2[CH2:18][CH2:17][NH:16][CH2:15][CH2:14]2)[C:7]2[CH:12]=[CH:11][CH:10]=[CH:9][CH:8]=2)=[CH:4][CH:3]=1.Cl[CH:22]([C:29]1[CH:34]=[CH:33][C:32]([Cl:35])=[CH:31][CH:30]=1)[C:23]1[CH:28]=[CH:27][CH:26]=[CH:25][CH:24]=1.C([O-])([O-])=O.[Na+].[Na+]>C(Cl)Cl.CCN(CC)CC>[Cl:1][C:2]1[CH:3]=[CH:4][C:5]([CH:6]([N:13]2[CH2:14][CH2:15][N:16]([CH:22]([C:23]3[CH:24]=[CH:25][CH:26]=[CH:27][CH:28]=3)[C:29]3[CH:34]=[CH:33][C:32]([Cl:35])=[CH:31][CH:30]=3)[CH2:17][CH2:18]2)[C:7]2[CH:8]=[CH:9][CH:10]=[CH:11][CH:12]=2)=[CH:19][CH:20]=1 |f:2.3.4|. Procedure: A solution of 4-(4-chlorobenzhydryl)piperazine 1 (2 mmols) and chloro-(4-chlorophenyl)phenylmethane 21 (Aldrich, 2 mmols) in methylene chloride (10 mL) and Et3N (0.3 mL) is stirred under an inert atmosphere. The solution is warmed and the course of the reaction is followed by TLC. When the reaction is complete, dil. aq. Na2CO3 is added to the solution, shaken, and the layers are separated. The aqueous layer is extracted with additional CH2Cl2, the combined organic extracts are washed with half-s... Starting materials: C(=O)(O)[O-].[Na+] (NaHCO3), COC=1C=C2C(=CC=NC2=CC1OC)SC1=CC=CC=C1 (6,7-dimethoxy-4-phenylsulfanyl-quinoline), ClC=1C=C(C(=O)OO)C=CC1 (3-chloroperoxybenzoic acid). Solvent: C(Cl)Cl (CH2Cl2), C(Cl)Cl (CH2Cl2). Reaction conditions: temperature -78 celsius, time 2 hour. The product is C1(=CC=CC=C1)S(=O)C1=CC=NC2=CC(=C(C=C12)OC)OC (4-benzenesulfinyl-6,7-dimethoxy-quinoline). RXN SMILES: [CH3:1][O:2][C:3]1[CH:4]=[C:5]2[C:10](=[CH:11][C:12]=1[O:13][CH3:14])[N:9]=[CH:8][CH:7]=[C:6]2[S:15][C:16]1[CH:21]=[CH:20][CH:19]=[CH:18][CH:17]=1.ClC1C=C(C=CC=1)C(OO)=[O:27].C([O-])(O)=O.[Na+]>C(Cl)Cl>[C:16]1([S:15]([C:6]2[C:5]3[C:10](=[CH:11][C:12]([O:13][CH3:14])=[C:3]([O:2][CH3:1])[CH:4]=3)[N:9]=[CH:8][CH:7]=2)=[O:27])[CH:21]=[CH:20][CH:19]=[CH:18][CH:17]=1 |f:2.3|. Procedure details: To a solution of 6,7-dimethoxy-4-phenylsulfanyl-quinoline (Step a, 1.0 g, 3.4 mmol) in CH2Cl2 (30 mL) at −78° C., 3-chloroperoxybenzoic acid (0.64 g, 3.7 mmol) was added in CH2Cl2 dropwise slowly. The reaction was stirred at −78° C. for 2 h. The solution was poured into saturated NaHCO3 and extracted with CH2Cl2 3×. The combined organic layer was washed with saturated NaHCO3, water and brine, dried over Na2SO4, filtered and concentrated in vacuo. The crude material was purified by silica gel col...